This data is from the Open Reaction Database (ORD), a public repository of structured organic reaction records. The task is: describe an organic reaction: reactants, conditions, products, and yield Reactants: C(C)OC(CCCCC(C(=O)O)CC1=CC(=C(C(=C1)F)O[Si](C(C)C)(C(C)C)C(C)C)F)=O (2-(3,5-difluoro-4-triisopropylsilanyloxybenzyl)heptanedioic acid 7-ethyl ester), O (water). The solvent is C1CCOC1 (THF). Reaction conditions: temperature -10 celsius. Yields the product FC=1C=C(CC(CCCCC(=O)OCC)CO)C=C(C1O[Si](C(C)C)(C(C)C)C(C)C)F (Ethyl 6-(3,5-difluoro-4-triisopropylsilanyloxybenzyl)-7-hydroxyheptanoate). RXN SMILES: [CH2:1]([O:3][C:4](=[O:33])[CH2:5][CH2:6][CH2:7][CH2:8][CH:9]([CH2:13][C:14]1[CH:19]=[C:18]([F:20])[C:17]([O:21][Si:22]([CH:29]([CH3:31])[CH3:30])([CH:26]([CH3:28])[CH3:27])[CH:23]([CH3:25])[CH3:24])=[C:16]([F:32])[CH:15]=1)[C:10](O)=[O:11])[CH3:2].O>C1COCC1>[F:32][C:16]1[CH:15]=[C:14]([CH:19]=[C:18]([F:20])[C:17]=1[O:21][Si:22]([CH:29]([CH3:31])[CH3:30])([CH:23]([CH3:25])[CH3:24])[CH:26]([CH3:28])[CH3:27])[CH2:13][CH:9]([CH2:10][OH:11])[CH2:8][CH2:7][CH2:6][CH2:5][C:4]([O:3][CH2:1][CH3:2])=[O:33]. Procedure details: 1.6 g (3.29 mmol) of 2-(3,5-difluoro-4-triisopropylsilanyloxybenzyl)heptanedioic acid 7-ethyl ester are dissolved in 30 ml of THF and cooled to −10° C. under argon. Then, 4.27 ml (4.27 mmol) of a 1 M borane-THF complex solution are added dropwise, and the mixture is stirred at 0° C. until reaction is complete. The mixture is hydrolyzed with water and extracted with ethyl acetate, and the combined organic phases are concentrated. The resulting crude product is purified by chromatography on silica... Starting materials: IC1=C(C=C(C=C1)[N+](=O)[O-])OC (1-Iodo-2-methoxy-4-nitro-benzene), Cl[Sn]Cl (SnCl2). The solvent is C(C)O (ethanol). Conditions: time 4 hour. Yields the product IC1=C(C=C(C=C1)N)OC (4-Iodo-3-methoxy-phenylamine). The yield is 59.1%. As a reaction SMILES: [I:1][C:2]1[CH:7]=[CH:6][C:5]([N+:8]([O-])=O)=[CH:4][C:3]=1[O:11][CH3:12].Cl[Sn]Cl>C(O)C>[I:1][C:2]1[CH:7]=[CH:6][C:5]([NH2:8])=[CH:4][C:3]=1[O:11][CH3:12]. Procedure: 1-Iodo-2-methoxy-4-nitro-benzene (6.01 g, 21.54 mmol) in absolute ethanol (127 mL) was cooled with an ice bath and treated with SnCl2 (18.83 g, 99.31 mmol). The bath was removed and the mixture was stirred at room temperature for 4 h then poured into ice (300 mL), stirred and treated carefully with saturated aqueous sodium bicarbonate (250 mL) (pH 7-8). The solid was filtered with suction and the panel washed thoroughly with EtOAc (500 mL and 4×200 mL). The aqueous layer was separated, dried ove... Reactants: C1=CC=CC1 (cyclopentadiene), C(C=C)(=O)OC (methyl acrylate), CCOCC (ether). Run at time 8 hour. Product: C12C(CC(C=C1)C2)C(=O)OC (Methyl 5-Norbornene-2-Carboxylate). RXN SMILES: [CH:1]1[CH2:5][CH:4]=[CH:3][CH:2]=1.[C:6]([O:10][CH3:11])(=[O:9])C=C.[CH3:12][CH2:13]OCC>>[CH:2]12[CH2:1][CH:5]([CH:12]=[CH:13]1)[CH2:4][CH:3]2[C:6]([O:10][CH3:11])=[O:9]. Reported procedure: In 100 ml of anhydrous ether at 0° C. is mixed 30 ml of cyclopentadiene and 32 ml of methyl acrylate. The ice bath is removed and the mixture allowed to stir overnight. The solvent, unreacted methyl acrylate, and cyclopentadiene are removed at ambient temperature at reduced pressure; as less material distilled out of the mixture the pressure is gradually reduced to 0.5 mm. The desired epimeric mixture of methyl carboxylates is distilled at 42°-43° and 0.5 mm; ir: 3118, 3060, 2965, 2941, 2862, 17... Isolated yield 134.9%. Run in C(C)(=O)OCC (ethyl acetate), ClCCl (dichloromethane), CN(C)C=O (DMF), O (water). Reported procedure: A solution of N,N-diisopropylethylamine (1.3 mL, 7.5 mmol), tert-butyl 2-(2-bromoethoxy)ethyl-carbamate (4, 0.59 g, 2.2 mmol), and N-(4-oxospiro[chroman-2,4′-piperidine]-6-yl)methanesulfon-amide hydrochloride (11, 0.5 g, 1.4 mmol) in 10 mL of anhydrous DMF was stirred at 60-65° C. After ˜24 hours TLC (silica gel, 10% methanol in dichloromethane, UV visualization) showed almost complete disappearance of starting amine 11 (Rf=0.02−0.06) and appearance of one major new product (Rf=0.35-0.45). The r... Product: CS(=O)(=O)NC=1C=C2C(CC3(CCN(CC3)CCOCCNC(OC(C)(C)C)=O)OC2=CC1)=O (tert-Butyl 2-(2-(6-(methylsulfonamido)-4-oxospiro[chroman-2,4′-piperidine]-1′-yl)ethoxy)ethylcarbamate). Reactants: CO (methanol), C(C)(C)N(C(C)C)CC (N,N-diisopropylethylamine), BrCCOCCNC(OC(C)(C)C)=O (tert-Butyl 2-(2-bromoethoxy)ethylcarbamate), Cl.O=C1CC2(CCNCC2)OC2=CC=C(C=C12)NS(=O)(=O)C (N-(4-Oxospiro[chroman-2,4′-piperidine]-6-yl)methanesulfonamide hydrochloride), Cl.O=C1CC2(CCNCC2)OC2=CC=C(C=C12)NS(=O)(=O)C (N-(4-Oxospiro[chroman-2,4′-piperidine]-6-yl)methanesulfonamide hydrochloride). Reaction SMILES: C(N(CC)C(C)C)(C)C.Br[CH2:11][CH2:12][O:13][CH2:14][CH2:15][NH:16][C:17](=[O:23])[O:18][C:19]([CH3:22])([CH3:21])[CH3:20].Cl.[O:25]=[C:26]1[C:40]2[C:35](=[CH:36][CH:37]=[C:38]([NH:41][S:42]([CH3:45])(=[O:44])=[O:43])[CH:39]=2)[O:34][C:28]2([CH2:33][CH2:32][NH:31][CH2:30][CH2:29]2)[CH2:27]1.CO>CN(C=O)C.ClCCl.C(OCC)(=O)C.O>[CH3:45][S:42]([NH:41][C:38]1[CH:39]=[C:40]2[C:35](=[CH:36][CH:37]=1)[O:34][C:28]1([CH2:29][CH2:30][N:31]([CH2:11][CH2:12][O:13][CH2:14][CH2:15][NH:16][C:17](=[O:23])[O:18][C:19]([CH3:22])([CH3:21])[CH3:20])[CH2:32][CH2:33]1)[CH2:27][C:26]2=[O:25])(=[O:43])=[O:44] |f:2.3|. Starting materials: Cl (hydrochloric acid), CC(C)([O-])C.[K+] (Potassium tert-butoxide), FC=1C=C(C(=O)O)C=CC1C(F)(F)F (3-fluoro-4-trifluoromethyl-benzoic acid), C(C1=CC=CC=C1)O (benzyl alcohol). Run in CS(=O)C (DMSO). Run at time 16 hour. Yields the product C(C1=CC=CC=C1)OC=1C=C(C(=O)O)C=CC1C(F)(F)F (3-benzyloxy-4-trifluoromethyl-benzoic acid), crude compound. As a reaction SMILES: CC(C)([O-])C.[K+].F[C:8]1[CH:9]=[C:10]([CH:14]=[CH:15][C:16]=1[C:17]([F:20])([F:19])[F:18])[C:11]([OH:13])=[O:12].[CH2:21]([OH:28])[C:22]1[CH:27]=[CH:26][CH:25]=[CH:24][CH:23]=1.Cl>CS(C)=O>[CH2:21]([O:28][C:8]1[CH:9]=[C:10]([CH:14]=[CH:15][C:16]=1[C:17]([F:20])([F:19])[F:18])[C:11]([OH:13])=[O:12])[C:22]1[CH:27]=[CH:26][CH:25]=[CH:24][CH:23]=1 |f:0.1|. Procedure details: Potassium tert-butoxide (816 mg, 7.28 mmol) was added to a solution of 3-fluoro-4-trifluoromethyl-benzoic acid (682 mg, 3.28 mmol) and benzyl alcohol (471 mg, 4.36 mmol) in DMSO (7.3 ml), and the mixture was stirred at room temperature for 16 hours. The reaction solution was made acidic by adding concentrated hydrochloric acid, and the precipitated insoluble matter was then filtered off. The resulting solid was washed with water and then dried to give 3-benzyloxy-4-trifluoromethyl-benzoic acid a... The reactants are C(C)(=O)OCC (ethyl acetate), OC=1C=C(C=CC1NC(=O)NC)CCC=1N=C2N(C=CC(=C2)OC)C1C (2-[2-{3-hydroxy-4-(3-methylureido)phenyl}ethyl]-7-methoxy-3-methylimidazo[1,2-a]pyridine), polyphosphate ester, Cl (hydrochloric acid), C([O-])([O-])=O.[K+].[K+] (potassium carbonate). The solvent is O (water). Run at temperature 130 celsius, time 1.5 hour. Product: COC1=CC=2N(C=C1)C(=C(N2)CCC2=CC1=C(N=C(O1)NC)C=C2)C (6-[2-(7-methoxy-3-methylimidazo[1,2-a]pyridin-2-yl)ethyl]-2-methylaminobenzoxazole). Isolated yield 14.4%. Reaction SMILES: O[C:2]1[CH:3]=[C:4]([CH2:13][CH2:14][C:15]2[N:16]=[C:17]3[CH:22]=[C:21]([O:23][CH3:24])[CH:20]=[CH:19][N:18]3[C:25]=2[CH3:26])[CH:5]=[CH:6][C:7]=1[NH:8][C:9]([NH:11][CH3:12])=[O:10].C(OCC)(=O)C.Cl.C(=O)([O-])[O-].[K+].[K+]>O>[CH3:24][O:23][C:21]1[CH:20]=[CH:19][N:18]2[C:25]([CH3:26])=[C:15]([CH2:14][CH2:13][C:4]3[CH:5]=[CH:6][C:7]4[N:8]=[C:9]([NH:11][CH3:12])[O:10][C:2]=4[CH:3]=3)[N:16]=[C:17]2[CH:22]=1 |f:3.4.5|. Reported procedure: A mixture of 2-[2-{3-hydroxy-4-(3-methylureido)phenyl}ethyl]-7-methoxy-3-methylimidazo[1,2-a]pyridine (1.9 g) and polyphosphate ester (15 g) was stirred for 1.5 hours at 130° C. To the reaction mixture was added a mixture of ethyl acetate and water, and the mixture was adjusted to pH 1 with 6N hydrochloric acid. The separated aqueous layer was adjusted to pH 8 with aqueous potassium carbonate solution. The aqueous mixture was extracted with a mixture of ethyl acetate and tetrahydrofuran with sal... Starting materials: CCCCCCCCCCCCCCCCCCOP(=O)(O)O, CCO, [Na+], [OH-], O, O, O, O, O, O, O, O, O=S(=O)([O-])[O-], [Zn+2]. Product: CCCCCCCCCCCCCCCCCCOP(=O)([O-])[O-], [Na+], [Zn+2]. Reaction SMILES: [CH2:1]([CH2:2][CH2:3][CH2:4][CH2:5][CH2:6][CH2:7][CH2:8][CH2:9][CH2:10][CH2:11][CH2:12][CH2:13][CH2:14][CH2:15][CH2:16][CH2:17][CH3:18])[O:19][P:20]([OH:21])([OH:22])=[O:23].[CH3:24][CH2:25][OH:26].[Na+:28].[OH-:27].[OH2:29].[OH2:30].[OH2:31].[OH2:32].[OH2:33].[OH2:34].[OH2:35].[OH2:42].[S:36]([O-:37])([O-:38])(=[O:39])=[O:40].[Zn+2:41]>>[CH2:1]([CH2:2][CH2:3][CH2:4][CH2:5][CH2:6][CH2:7][CH2:8][CH2:9][CH2:10][CH2:11][CH2:12][CH2:13][CH2:14][CH2:15][CH2:16][CH2:17][CH3:18])[O:19][P:20](=[O:21])([O-:22])[O-:23].[Na+:28].[Zn+2:41]. As a reaction SMILES: [N:1]1[CH:6]=[CH:5][CH:4]=[C:3]([NH:7][C:8]2[CH:9]=[N:10][CH:11]=[CH:12][CH:13]=2)[CH:2]=1.[H-].[Na+].Br[CH2:17][C:18]1[C:19]([Cl:24])=[N:20][CH:21]=[CH:22][CH:23]=1>CN(C=O)C.C(OCC)(=O)C>[Cl:24][C:19]1[C:18]([CH2:17][N:7]([C:8]2[CH:9]=[N:10][CH:11]=[CH:12][CH:13]=2)[C:3]2[CH:2]=[N:1][CH:6]=[CH:5][CH:4]=2)=[CH:23][CH:22]=[CH:21][N:20]=1 |f:1.2|. Yield: 76.8%. Run at time 15 minute. Procedure details: To a solution of N-pyridin-3-ylpyridin-3-amine (510 mg, 3 mmol) in anhydrous DMF (4.5 mL) was added 60% sodium hydride/mineral oil (169 mg, 4.2 mmol). After stirring at ambient temperature for 15 min., 3-(bromomethyl)-2-chloropyridine (677 mg, 3.28 mmol) (preparation described in U.S. Pat. No. 5,739,326) was added neat and the action was stirred for ˜2 hours. The reaction was diluted with ethyl acetate, washed with NaHCO3 solution, then water, and the organic layer was dried over anhydrous sodiu... Solvent: CN(C)C=O (DMF), C(C)(=O)OCC (ethyl acetate). Starting materials: N1=CC(=CC=C1)NC=1C=NC=CC1 (N-pyridin-3-ylpyridin-3-amine), [H-].[Na+] (sodium hydride), oil, BrCC=1C(=NC=CC1)Cl (3-(bromomethyl)-2-chloropyridine). The product is ClC1=NC=CC=C1CN(C=1C=NC=CC1)C=1C=NC=CC1 (N-[(2-choropyridin-3-yl)methyl]-N-pyridin-3-ylpyridin-3-amine). Starting materials: COc1ccccc1N=C=S, CC#N, CN(C)CCN1C(=O)c2cccc3cc4cccc(N)c4c(c23)C1=O. Yields the product COc1ccccc1NC(=S)Nc1cccc2cc3cccc4c3c(c12)C(=O)N(CCN(C)C)C4=O. Reaction SMILES: [CH3:26][O:27][c:28]1[c:29]([N:34]=[C:35]=[S:36])[cH:30][cH:31][cH:32][cH:33]1.[CH3:37][C:38]#[N:39].[NH2:1][c:2]1[cH:3][cH:4][cH:5][c:6]2[cH:7][c:8]3[c:9]4[c:10]([cH:23][cH:24][cH:25]3)[C:11](=[O:22])[N:12]([CH2:17][CH2:18][N:19]([CH3:20])[CH3:21])[C:13](=[O:16])[c:14]4[c:15]12>>[NH:1]([c:2]1[cH:3][cH:4][cH:5][c:6]2[cH:7][c:8]3[c:9]4[c:10]([cH:23][cH:24][cH:25]3)[C:11](=[O:22])[N:12]([CH2:17][CH2:18][N:19]([CH3:20])[CH3:21])[C:13](=[O:16])[c:14]4[c:15]12)[C:35]([NH:34][c:29]1[c:28]([O:27][CH3:26])[cH:33][cH:32][cH:31][cH:30]1)=[S:36].